This data is from the Open Reaction Database (ORD), a public repository of structured organic reaction records. The task is: describe an organic reaction: reactants, conditions, products, and yield RXN SMILES: [C:1]([CH3:2])([CH3:3])([CH3:4])[O:5][C:6](=[O:7])[N:8]1[C:9]([CH3:15])([CH3:16])[O:10][CH2:11][CH:12]1[CH:13]=[CH2:14].[CH3:17][SiH:18]([c:19]1[cH:20][cH:21][cH:22][cH:23][cH:24]1)[CH3:25].[Pt:26](=[O:27])=[O:28]>>[C:1]([CH3:2])([CH3:3])([CH3:4])[O:5][C:6](=[O:7])[N:8]1[C:9]([CH3:15])([CH3:16])[O:10][CH2:11][CH:12]1[CH2:13][CH2:14][Si:18]([CH3:17])([c:19]1[cH:20][cH:21][cH:22][cH:23][cH:24]1)[CH3:25]. Yields the product CC(C)(C)OC(=O)N1C(CC[Si](C)(C)c2ccccc2)COC1(C)C. The reactants are C=CC1COC(C)(C)N1C(=O)OC(C)(C)C, C[SiH](C)c1ccccc1, O=[Pt]=O. The reactants are CC(C)(C)NO, CO, O=CCCCCCc1ccccc1. Product: CC(C)(C)[N+]([O-])=CCCCCCc1ccccc1. As a reaction SMILES: [C:14]([CH3:15])([CH3:16])([CH3:17])[NH:18][OH:19].[CH3:20][OH:21].[c:1]1([CH2:7][CH2:8][CH2:9][CH2:10][CH2:11][CH:12]=[O:13])[cH:2][cH:3][cH:4][cH:5][cH:6]1>>[c:1]1([CH2:7][CH2:8][CH2:9][CH2:10][CH2:11][CH:12]=[N+:18]([C:14]([CH3:15])([CH3:16])[CH3:17])[O-:19])[cH:2][cH:3][cH:4][cH:5][cH:6]1. Reactants: C(C)(=O)O.C(C)(=O)O.O[C@@H]1C[C@@H]2CC[C@H]3[C@@H]4CCC([C@@]4(C)CC[C@@H]3[C@]2(CC1)CO)=O (3β,19-dihydroxy-5α-androstan-17-one diacetate), [H-].C(C)(C)(C)O[Al](OC(C)(C)C)OC(C)(C)C.[Li+] (lithium tri-t-butoxyaluminum hydride), C(=O)([O-])C(O)C(O)C(=O)[O-].[K+].[Na+] (sodium potassium tartrate), resultant solution. Run in O1CCCC1 (tetrahydrofuran), O1CCCC1 (tetrahydrofuran). Product: C(C)(=O)O[C@@H]1C[C@@H]2CC[C@H]3[C@@H]4CC[C@@H]([C@@]4(C)CC[C@@H]3[C@]2(CC1)COC(C)=O)O (5α-Androstane-3β,17β,19-triol 3,19-diacetate). Reaction SMILES: [C:1]([OH:4])(=[O:3])[CH3:2].[C:5]([OH:8])(=[O:7])[CH3:6].O[C@H:10]1[CH2:27][CH2:26][C@@:25]2([CH2:28]O)[C@@H:12]([CH2:13][CH2:14][C@@H:15]3[C@@H:24]2[CH2:23][CH2:22][C@@:20]2([CH3:21])[C@H:16]3[CH2:17][CH2:18][C:19]2=[O:30])[CH2:11]1.[H-].C(O[Al](OC(C)(C)C)OC(C)(C)C)(C)(C)C.[Li+].C(C(C(C([O-])=O)O)O)([O-])=O.[K+].[Na+]>O1CCCC1>[C:1]([O:4][C@H:10]1[CH2:27][CH2:26][C@@:25]2([CH2:28][O:7][C:5](=[O:8])[CH3:6])[C@@H:12]([CH2:13][CH2:14][C@@H:15]3[C@@H:24]2[CH2:23][CH2:22][C@@:20]2([CH3:21])[C@H:16]3[CH2:17][CH2:18][C@@H:19]2[OH:30])[CH2:11]1)(=[O:3])[CH3:2] |f:0.1.2,3.4.5,6.7.8|. Procedure: A tetrahydrofuran solution of 3β,19-dihydroxy-5α-androstan-17-one diacetate is added to lithium tri-t-butoxyaluminum hydride in tetrahydrofuran and the resultant solution stirred overnight at room temperature. Aqueous sodium potassium tartrate is added with stirring until a readily filterable precipitate forms. The filtrate is concentrated under reduced pressure and diluted with ether. The resulting solution is washed with water, dried over magnesium sulfate and the ether removed under vacuum. T... Starting materials: C(#N)C(C(=O)O)=CC1=C(C=CC=C1)F (α-cyano-2-fluorocinnamic acid), ON1C(CCC1=O)=O (N-hydroxysuccinic acid imide), CCN=C=NCCCN(C)C.Cl (WSC.HCl). The solvent is C(Cl)Cl (methylene chloride). Product: C(#N)C(C(=O)ON1C(CCC1=O)=O)=CC1=C(C=CC=C1)F (2,5-Dioxopyrrolidin-1-yl 2-Cyano-3-(2-Fluorophenyl)Acrylate). Isolated yield 44.2%. As a reaction SMILES: [C:1]([C:3](=[CH:7][C:8]1[CH:13]=[CH:12][CH:11]=[CH:10][C:9]=1[F:14])[C:4]([OH:6])=[O:5])#[N:2].O[N:16]1[C:20](=[O:21])[CH2:19][CH2:18][C:17]1=[O:22].CCN=C=NCCCN(C)C.Cl>C(Cl)Cl>[C:1]([C:3](=[CH:7][C:8]1[CH:13]=[CH:12][CH:11]=[CH:10][C:9]=1[F:14])[C:4]([O:6][N:16]1[C:20](=[O:21])[CH2:19][CH2:18][C:17]1=[O:22])=[O:5])#[N:2] |f:2.3|. Reported procedure: The same procedures as in Example 119 were carried out from α-cyano-2-fluorocinnamic acid (12.0 g), N-hydroxysuccinic acid imide (10.8 g), WSC.HCl (18.1 g), and methylene chloride (300 mL), to give the captioned compound (8.0 g, 44%) as crystals. Starting materials: ClC(=CCCCCCCl)F (1,7-dichloro-1-fluoro-1-heptene), C1OC=2C=C(C=CC2O1)O (3,4-methylendioxyphenol), [H-].[Na+] (NaH). The solvent is CN(C=O)C (N,N-dimethylformamide). Yields the product ClC(=CCCCCCOC1=CC2=C(C=C1)OCO2)F (1-(7-chloro-7-fluoro-hept-6-enyl-oxy)-3,4-methylendioxybenzene). Yield: 63.0%. RXN SMILES: [Cl:1][C:2]([F:10])=[CH:3][CH2:4][CH2:5][CH2:6][CH2:7][CH2:8]Cl.[CH2:11]1[O:19][C:18]2[CH:17]=[CH:16][C:15]([OH:20])=[CH:14][C:13]=2[O:12]1.[H-].[Na+]>CN(C)C=O>[Cl:1][C:2]([F:10])=[CH:3][CH2:4][CH2:5][CH2:6][CH2:7][CH2:8][O:20][C:15]1[CH:16]=[CH:17][C:18]2[O:19][CH2:11][O:12][C:13]=2[CH:14]=1 |f:2.3|. Reported procedure: Operating as described in Example 8 (part B), from 3 g of 1,7-dichloro-1-fluoro-1-heptene, 2.14 g of 3,4-methylendioxyphenol, 0.69 g of NaH and 30 ml of N,N-dimethylformamide there were obtained 2.8 g of the product of the above-cited formula, a colorless oil. The reactants are C(C1=CC=CC=C1)(=O)C1=CC=CC=C1 (benzophenone), C(C1=CC=CC=C1)(=O)O (benzoic acid), N (ammonia). Reaction conditions: time 2 hour. The product is C(C1=CC=CC=C1)(C1=CC=CC=C1)=N (benzophenoneimine). Isolated yield 65.0%. RXN SMILES: [C:1]([C:9]1[CH:14]=[CH:13][CH:12]=[CH:11][CH:10]=1)(=O)[C:2]1[CH:7]=[CH:6][CH:5]=[CH:4][CH:3]=1.C(O)(=O)C1C=CC=CC=1.[NH3:24]>>[C:1](=[NH:24])([C:9]1[CH:14]=[CH:13][CH:12]=[CH:11][CH:10]=1)[C:2]1[CH:7]=[CH:6][CH:5]=[CH:4][CH:3]=1. Procedure details: 91.1 Grams of benzophenone and 0.1 g of benzoic acid were charged into a pressure reactor, and an ammonia gas under 8 atmospheres was continuously fed to the reactor through a gas dispersing plate at a feed rate of 2 l/min. at a reaction temperature of 200° C. Reaction was carried out for 2 hours. As a result, benzophenoneimine was obtained in yield of 65%.